Dataset: the Open Reaction Database (ORD), a public repository of structured organic reaction records. Task: describe an organic reaction: reactants, conditions, products, and yield Yields the product C[Si](C)(C)CC=CC(Cc1ccccc1)C(=O)O. Starting materials: C=CC[Si](C)(C)C, C=CC(Cc1ccccc1)C(=O)O, ClCCl. Reaction SMILES: [CH2:14]([CH:15]=[CH2:16])[Si:17]([CH3:18])([CH3:19])[CH3:20].[CH2:1]([c:2]1[cH:3][cH:4][cH:5][cH:6][cH:7]1)[CH:8]([C:9](=[O:10])[OH:11])[CH:12]=[CH2:13].[Cl:21][CH2:22][Cl:23]>>[CH2:1]([c:2]1[cH:3][cH:4][cH:5][cH:6][cH:7]1)[CH:8]([C:9](=[O:10])[OH:11])[CH:12]=[CH:13][CH2:14][Si:17]([CH3:18])([CH3:19])[CH3:20].